The task is: describe an organic reaction: reactants, conditions, products, and yield. This data is from the Open Reaction Database (ORD), a public repository of structured organic reaction records. Reactants: Br.BrC=1C(=NSC1)CSCCN (4-bromo-3-[(2-aminoethyl)thiomethyl]isothiazole hydrobromide), [Na] (sodium), C(Cl)(Cl)Cl (chloroform), CN=C=S (methyl isothiocyanate). The solvent is C(C)O (ethanol). Product: CNC(=S)NCCSCC1=NSC=C1Br (N-methyl-N'-[2-((4-bromo-3-isothiazolyl)methylthio)ethyl]thiourea). Yield: 108.8%. Reaction SMILES: Br.[Br:2][C:3]1[C:4]([CH2:8][S:9][CH2:10][CH2:11][NH2:12])=[N:5][S:6][CH:7]=1.[Na].C(Cl)(Cl)Cl.[CH3:18][N:19]=[C:20]=[S:21]>C(O)C>[CH3:18][NH:19][C:20]([NH:12][CH2:11][CH2:10][S:9][CH2:8][C:4]1[C:3]([Br:2])=[CH:7][S:6][N:5]=1)=[S:21] |f:0.1,^1:12|. Procedure details: The reaction of 4-bromo-3-(bromomethyl)isothiazole (8.5 g.) with cysteamine (from cysteamine hydrochloride (3.76 g) was performed under conditions similar to those described in Example 57, From the reaction there was obtained 4-bromo-3-[(2-aminoethyl)thiomethyl]isothiazole hydrobromide, which, following recrystallisation from ethanol-ether and acetonitrile, gave needles (4.05 g.) m.p. 111°-112°. The amine base (2.73 g.) was isolated by basification with sodium bydroxide and extraction with chlor... RXN SMILES: [C:1]1([CH:7]([C:9]2[CH:14]=[CH:13][CH:12]=[CH:11][CH:10]=2)[OH:8])[CH:6]=[CH:5][CH:4]=[CH:3][CH:2]=1.O[CH:16]1[CH2:21][CH2:20][CH2:19][NH:18][CH2:17]1.O.C1(C)C=CC(S(O)(=O)=O)=CC=1>>[C:9]1([CH:7]([C:1]2[CH:2]=[CH:3][CH:4]=[CH:5][CH:6]=2)[O:8][CH:16]2[CH2:21][CH2:20][CH2:19][NH:18][CH2:17]2)[CH:10]=[CH:11][CH:12]=[CH:13][CH:14]=1 |f:2.3|. Yields the product C1(=CC=CC=C1)C(OC1CNCCC1)C1=CC=CC=C1 (3-diphenylmethoxypiperidine). Reported procedure: The starting material is prepared as follows. The mixture of 8.28 g of diphenylmethanol, 5.05 g of 3-hydroxypiperidine and 9.5 g of p-toluene sulfonic acid monohydrate is heated to 160°-165° while evacuating the evolving water rapidly. After the water emission ceases, the mixture is heated to said temperature for 3 hours. It is allowed to cool to room temperature and is partitioned between 2 N aqueous sodium hydroxide and diethyl ether. The organic solution is separated, washed with water and sa... The reactants are C1(=CC=CC=C1)C(O)C1=CC=CC=C1 (diphenylmethanol), OC1CNCCC1 (3-hydroxypiperidine), O.C1(=CC=C(C=C1)S(=O)(=O)O)C (p-toluene sulfonic acid monohydrate). Reactants: O (water), OC1=CC=C(C(=O)OCC)C=C1 (Ethyl 4-hydroxybenzoate), C(\C=C(/C)\CCC=C(C)C)Br (geranyl bromide), C([O-])([O-])=O.[K+].[K+] (potassium carbonate). Run in CC(=O)C (acetone). Conditions: time 1 hour. Product: C(\C=C(/C)\CCC=C(C)C)OC1=CC=C(C(=O)O)C=C1 (4-geranyloxybenzoic acid). Yield: 813.7%. As a reaction SMILES: [OH:1][C:2]1[CH:12]=[CH:11][C:5]([C:6]([O:8]CC)=[O:7])=[CH:4][CH:3]=1.[CH2:13](Br)/[CH:14]=[C:15](/[CH2:17][CH2:18][CH:19]=[C:20]([CH3:22])[CH3:21])\[CH3:16].C(=O)([O-])[O-].[K+].[K+].O>CC(C)=O>[CH2:13]([O:1][C:2]1[CH:3]=[CH:4][C:5]([C:6]([OH:8])=[O:7])=[CH:11][CH:12]=1)/[CH:14]=[C:15](/[CH2:17][CH2:18][CH:19]=[C:20]([CH3:22])[CH3:21])\[CH3:16] |f:2.3.4|. Reported procedure: Ethyl 4-hydroxybenzoate (16.6 g), geranyl bromide (23.9 g), and potassium carbonate (27.6 g) were refluxed in acetone (200 ml) with stirring for 1 hour . The reaction mixture, with water added thereto, was extracted with ethyl acetate. The extract was dried over sodium sulfate anhydride and then concentrated under a vacuum. To the residue dissolved in ethanol (150 ml) were added sodium hydroxide (3.90 g) and water(50 ml) and the mixture was refluxed with stirring for 1 hour. After being concentr... Starting materials: FC1=C(C=CC(=C1)B1OC(C(O1)(C)C)(C)C)C=1N=CC(=NC1)N (5-(2-fluoro-4-(4,4,5,5-tetramethyl-1,3,2-dioxaborolan-2-yl)phenyl)pyrazin-2-amine), BrC=1C(=NC=CC1)S(=O)(=O)C(C)C (3-bromo-2-(isopropylsulfonyl)pyridine). Yields the product FC1=C(C=CC(=C1)C=1C(=NC=CC1)S(=O)(=O)C(C)C)C=1N=CC(=NC1)N (5-(2-Fluoro-4-{2-[(1-methylethyl)sulfonyl]pyridin-3-yl}phenyl)pyrazin-2-amine). Reaction SMILES: [F:1][C:2]1[CH:7]=[C:6](B2OC(C)(C)C(C)(C)O2)[CH:5]=[CH:4][C:3]=1[C:17]1[N:18]=[CH:19][C:20]([NH2:23])=[N:21][CH:22]=1.Br[C:25]1[C:26]([S:31]([CH:34]([CH3:36])[CH3:35])(=[O:33])=[O:32])=[N:27][CH:28]=[CH:29][CH:30]=1>>[F:1][C:2]1[CH:7]=[C:6]([C:25]2[C:26]([S:31]([CH:34]([CH3:36])[CH3:35])(=[O:32])=[O:33])=[N:27][CH:28]=[CH:29][CH:30]=2)[CH:5]=[CH:4][C:3]=1[C:17]1[N:18]=[CH:19][C:20]([NH2:23])=[N:21][CH:22]=1. Reported procedure: The title compound was prepared using methods analogous to those described in Example 376 using 5-(2-fluoro-4-(4,4,5,5-tetramethyl-1,3,2-dioxaborolan-2-yl)phenyl)pyrazin-2-amine and 3-bromo-2-(isopropylsulfonyl)pyridine yielding 52 mg (88%) of the title compound. MS (ESI): mass calcd. for C18H17FN4O2S, 372.11; m/z found, 373.0 [M+H]+. 1H NMR (400 MHz, CDCl3) δ 8.69 (dd, J=4.6, 1.7, 1H), 8.60 (dd, J=2.1, 1.5, 1H), 8.10 (d, J=1.5, 1H), 8.08-7.98 (m, 1H), 7.81 (dd, J=7.8, 1.6, 1H), 7.58 (dd, J=7.8,... Starting materials: CC(C)(C)[Si](C)(C)OCCCCC=O, CCOC(=O)C=Cc1c(CBr)cccc1OCCCC(=O)OCC, CC#N, CCC1CO1, c1ccc(P(c2ccccc2)c2ccccc2)cc1. The product is CCOC(=O)C=Cc1c(C=CCCCCO[Si](C)(C)C(C)(C)C)cccc1OCCCC(=O)OCC. RXN SMILES: [C:44]([CH3:45])([CH3:46])([CH3:47])[Si:48]([O:49][CH2:50][CH2:51][CH2:52][CH2:53][CH:54]=[O:55])([CH3:56])[CH3:57].[CH2:1]([CH3:2])[O:3][C:4]([CH2:5][CH2:6][CH2:7][O:8][c:9]1[c:10]([CH:17]=[CH:18][C:19](=[O:20])[O:21][CH2:22][CH3:23])[c:11]([CH2:15][Br:16])[cH:12][cH:13][cH:14]1)=[O:24].[CH3:58][C:59]#[N:60].[O:61]1[CH:62]([CH2:63][CH3:64])[CH2:65]1.[c:25]1([P:26]([c:27]2[cH:28][cH:29][cH:30][cH:31][cH:32]2)[c:33]2[cH:34][cH:35][cH:36][cH:37][cH:38]2)[cH:39][cH:40][cH:41][cH:42][cH:43]1>>[CH2:1]([CH3:2])[O:3][C:4]([CH2:5][CH2:6][CH2:7][O:8][c:9]1[c:10]([CH:17]=[CH:18][C:19](=[O:20])[O:21][CH2:22][CH3:23])[c:11]([CH:15]=[CH:54][CH2:53][CH2:52][CH2:51][CH2:50][O:49][Si:48]([C:44]([CH3:45])([CH3:46])[CH3:47])([CH3:56])[CH3:57])[cH:12][cH:13][cH:14]1)=[O:24]. Starting materials: CC(C)(C)OC(=O)NC(CCC(=O)O)C1CCCCC1, CCN=C=NC(CCNC)NC, CCOC(C)=O, OCCNC1CCCCC1, ClCCl, On1nnc2ccccc21. The product is CC(C)(C)OC(=O)NC(CCC(=O)N(CCO)C1CCCCC1)C1CCCCC1. RXN SMILES: [C:11]([CH3:12])([CH3:13])([CH3:14])[O:15][C:16](=[O:17])[NH:18][CH:19]([CH2:20][CH2:21][C:22](=[O:23])[OH:24])[CH:25]1[CH2:26][CH2:27][CH2:28][CH2:29][CH2:30]1.[CH3:41][NH:42][CH:43]([N:44]=[C:45]=[N:46][CH2:47][CH3:48])[CH2:49][CH2:50][NH:51][CH3:52].[CH3:56][CH2:57][O:58][C:59]([CH3:60])=[O:61].[CH:1]1([NH:7][CH2:8][CH2:9][OH:10])[CH2:2][CH2:3][CH2:4][CH2:5][CH2:6]1.[Cl:53][CH2:54][Cl:55].[OH:31][n:32]1[c:33]2[c:34]([cH:35][cH:36][cH:37][cH:38]2)[n:39][n:40]1>>[CH:1]1([N:7]([CH2:8][CH2:9][OH:10])[C:22]([CH2:21][CH2:20][CH:19]([NH:18][C:16]([O:15][C:11]([CH3:12])([CH3:13])[CH3:14])=[O:17])[CH:25]2[CH2:26][CH2:27][CH2:28][CH2:29][CH2:30]2)=[O:23])[CH2:2][CH2:3][CH2:4][CH2:5][CH2:6]1. The reactants are C(C)(C)(C)OC(=O)C1=C(C=CC=C1)C1=CC=C(C=C1)CN1C(=NC(=C1C(=O)OCC)C(=O)OCC)CCCC (diethyl 1-[(2'-t-butoxycarbonylbiphenyl-4-yl)methyl]-2-butylimidazole-4,5-dicarboxylate), [H-].C(C(C)C)[Al+]CC(C)C (diisobutylaluminum hydride), solution. The solvent is C1(=CC=CC=C1)C (toluene). Yields the product C(C)(C)(C)OC(=O)C1=C(C=CC=C1)C1=CC=C(C=C1)CN1C(=NC(=C1C(=O)OCC)CO)CCCC (Ethyl 1-[(2'-t-butoxycarbonylbiphenyl-4-yl)methyl]-2-butyl-4-hydroxymethylimidazole-5-carboxylate). The yield is 79.6%. Reaction SMILES: [C:1]([O:5][C:6]([C:8]1[CH:13]=[CH:12][CH:11]=[CH:10][C:9]=1[C:14]1[CH:19]=[CH:18][C:17]([CH2:20][N:21]2[C:25]([C:26]([O:28][CH2:29][CH3:30])=[O:27])=[C:24]([C:31](OCC)=[O:32])[N:23]=[C:22]2[CH2:36][CH2:37][CH2:38][CH3:39])=[CH:16][CH:15]=1)=[O:7])([CH3:4])([CH3:3])[CH3:2].[H-].C([Al+]CC(C)C)C(C)C>C1(C)C=CC=CC=1>[C:1]([O:5][C:6]([C:8]1[CH:13]=[CH:12][CH:11]=[CH:10][C:9]=1[C:14]1[CH:19]=[CH:18][C:17]([CH2:20][N:21]2[C:25]([C:26]([O:28][CH2:29][CH3:30])=[O:27])=[C:24]([CH2:31][OH:32])[N:23]=[C:22]2[CH2:36][CH2:37][CH2:38][CH3:39])=[CH:16][CH:15]=1)=[O:7])([CH3:4])([CH3:3])[CH3:2] |f:1.2|. Procedure: Following a procedure similar to that described in Example 1(b), but using 1.50 g of diethyl 1-[(2'-t-butoxycarbonylbiphenyl-4-yl)methyl]-2-butylimidazole-4,5-dicarboxylate [prepared as described in step (a) above] and 3.9 ml of diisobutylaluminum hydride (as a 1.5M solution in toluene), 1.1 g of the title compound was obtained as a gum. Run in C(C)O (ethanol), O (water). Run at temperature 60 celsius. Reagents/catalysts: S(=O)(=O)(O)[O-].C(CCC)[N+](CCCC)(CCCC)CCCC (tetrabutylammonium hydrogen sulfate). Procedure details: A mixture of 6-fluoro-3-(4-piperidinyl)-1,2-benzisoxazole (3.05 g, 13.8 mmol), 3-dimethylaminopropyl chloride hydrochloride (3.4 g, 21 mmol), K2CO3 (6.2 g, 5 mmol), tetrabutylammonium hydrogen sulfate (phase transfer catalyst, 1.5 g) in acetonitrile (100 ml) and water (50 ml) was heated at 60° C. overnight. The aqueous phase was separated, and acetonitrile was removed at reduced pressure. The residue was extracted into DCM. The organic solution was washed with H2O and brine, then dried with MgSO... The reactants are crude product, C(\C=C\C(=O)O)(=O)O (fumaric acid), FC1=CC2=C(C(=NO2)C2CCNCC2)C=C1 (6-fluoro-3-(4-piperidinyl)-1,2-benzisoxazole), Cl.CN(CCCCl)C (3-dimethylaminopropyl chloride hydrochloride), C(=O)([O-])[O-].[K+].[K+] (K2CO3), C(C)#N (acetonitrile). Product: C(\C=C\C(=O)O)(=O)O.C(\C=C\C(=O)O)(=O)O.CN(CCCN1CCC(CC1)C(=O)C1=NOC2=C1C=CC(=C2)F)C (1-(3-Dimethylaminopropyl)-4-(6-fluoro-1,2-benzisoxazoyl)piperidine difumarate). RXN SMILES: [F:1][C:2]1[CH:16]=[CH:15][C:5]2[C:6]([CH:9]3[CH2:14][CH2:13]NCC3)=[N:7][O:8][C:4]=2[CH:3]=1.Cl.[CH3:18][N:19]([CH3:24])[CH2:20][CH2:21][CH2:22]Cl.C([O-])([O-])=[O:26].[K+].[K+].[C:31]([OH:38])(=[O:37])/[CH:32]=[CH:33]/[C:34]([OH:36])=[O:35].[C:39](#[N:41])C>S([O-])(O)(=O)=O.C([N+](CCCC)(CCCC)CCCC)CCC.O.C(O)C>[C:31]([OH:38])(=[O:37])/[CH:32]=[CH:33]/[C:34]([OH:36])=[O:35].[C:31]([OH:38])(=[O:37])/[CH:32]=[CH:33]/[C:34]([OH:36])=[O:35].[CH3:18][N:19]([CH3:24])[CH2:20][CH2:21][CH2:22][N:41]1[CH2:39][CH2:13][CH:14]([C:9]([C:6]2[C:5]3[CH:15]=[CH:16][C:2]([F:1])=[CH:3][C:4]=3[O:8][N:7]=2)=[O:26])[CH2:34][CH2:33]1 |f:1.2,3.4.5,8.9,12.13.14|.